This data is from the Open Reaction Database (ORD), a public repository of structured organic reaction records. The task is: describe an organic reaction: reactants, conditions, products, and yield Starting materials: BrC1=NN=C2N=NC3=C(N21)C=CC=C3 (1-bromo-s-triazolo[3,4-c]benzo-as-triazine), CN1CCNCC1 (N-methyl-piperazine), C(C)O (ethanol). The solvent is O (water). The product is CN1CCN(CC1)C1=NN=C2N=NC3=C(N21)C=CC=C3 (1-(N-methyl-piperazino)-s-triazolo[3,4-c]benzo-as-triazine). Isolated yield 70.0%. As a reaction SMILES: Br[C:2]1[N:10]2[C:5]([N:6]=[N:7][C:8]3[CH:14]=[CH:13][CH:12]=[CH:11][C:9]=32)=[N:4][N:3]=1.[CH3:15][N:16]1[CH2:21][CH2:20][NH:19][CH2:18][CH2:17]1.C(O)C>O>[CH3:15][N:16]1[CH2:21][CH2:20][N:19]([C:2]2[N:10]3[C:5]([N:6]=[N:7][C:8]4[CH:14]=[CH:13][CH:12]=[CH:11][C:9]=43)=[N:4][N:3]=2)[CH2:18][CH2:17]1. Reported procedure: A mixture of 12.0 g (0.048 mole) of 1-bromo-s-triazolo[3,4-c]benzo-as-triazine, 40 ml of N-methyl-piperazine and 80 ml of ethanol is refluxed for 2 hours. The solution is poured into water and the product is extracted mit methylene chloride. The solvent is evaporated from the extract and the residue is recrystallized from benzene. 9.7 g (70%) of 1-(N-methyl-piperazino)-s-triazolo[3,4-c]benzo-as-triazine are obtained; m.p.: 162°-163° C. This product is added to a suspension of 12 g (0.068 moles) ...